The task is: describe an organic reaction: reactants, conditions, products, and yield. This data is from the Open Reaction Database (ORD), a public repository of structured organic reaction records. Reactants: BrC1=CC=C(C=C1)C1=C(C(=NO1)C)C(COCC1=CC(=CC=C1)C(F)(F)F)O (1-[5-(4-bromo-phenyl)-3-methyl-isoxazol-4-yl]-2-(3-trifluoromethyl-benzyloxy)-ethanol), C(C)OC(CC1=CC=C(C=C1)B1OC(C(O1)(C)C)(C)C)=O ([4-(4,4,5,5-tetramethyl-[1,3,2]dioxaborolan-2-yl)-phenyl]-acetic acid ethyl ester). Product: C(C)OC(CC1=CC=C(C=C1)C1=CC=C(C=C1)C1=C(C(=NO1)C)C(COCC1=CC(=CC=C1)C(F)(F)F)O)=O ((4′-{4-[1-Hydroxy-2-(3-trifluoromethyl-benzyloxy)-ethyl]-3-methyl-isoxazol-5-yl}-biphenyl-4-yl)-acetic acid ethyl ester). As a reaction SMILES: Br[C:2]1[CH:7]=[CH:6][C:5]([C:8]2[O:12][N:11]=[C:10]([CH3:13])[C:9]=2[CH:14]([OH:28])[CH2:15][O:16][CH2:17][C:18]2[CH:23]=[CH:22][CH:21]=[C:20]([C:24]([F:27])([F:26])[F:25])[CH:19]=2)=[CH:4][CH:3]=1.[CH2:29]([O:31][C:32](=[O:49])[CH2:33][C:34]1[CH:39]=[CH:38][C:37](B2OC(C)(C)C(C)(C)O2)=[CH:36][CH:35]=1)[CH3:30]>>[CH2:29]([O:31][C:32](=[O:49])[CH2:33][C:34]1[CH:39]=[CH:38][C:37]([C:2]2[CH:3]=[CH:4][C:5]([C:8]3[O:12][N:11]=[C:10]([CH3:13])[C:9]=3[CH:14]([OH:28])[CH2:15][O:16][CH2:17][C:18]3[CH:23]=[CH:22][CH:21]=[C:20]([C:24]([F:25])([F:27])[F:26])[CH:19]=3)=[CH:6][CH:7]=2)=[CH:36][CH:35]=1)[CH3:30]. Procedure: Prepared according to the procedure described in Example 1, Step 7, using 1-[5-(4-bromo-phenyl)-3-methyl-isoxazol-4-yl]-2-(3-trifluoromethyl-benzyloxy)-ethanol and [4-(4,4,5,5-tetramethyl-[1,3,2]dioxaborolan-2-yl)-phenyl]-acetic acid ethyl ester.